Dataset: the Open Reaction Database (ORD), a public repository of structured organic reaction records. Task: describe an organic reaction: reactants, conditions, products, and yield The product is CC1CN(Cc2ccc(F)cc2)CCN1C(=O)COc1ncc(Cl)cc1[N+](=O)[O-]. Starting materials: Cc1ccccc1, O=[N+]([O-])c1cc(Cl)cnc1Cl, CC1CN(Cc2ccc(F)cc2)CCN1C(=O)CO, [H-], [Na+]. Reaction SMILES: [CH3:33][c:34]1[cH:35][cH:36][cH:37][cH:38][cH:39]1.[Cl:22][c:23]1[n:24][cH:25][c:26]([Cl:32])[cH:27][c:28]1[N+:29](=[O:30])[O-:31].[F:1][c:2]1[cH:3][cH:4][c:5]([CH2:6][N:7]2[CH2:8][CH:9]([CH3:17])[N:10]([C:13]([CH2:14][OH:15])=[O:16])[CH2:11][CH2:12]2)[cH:18][cH:19]1.[H-:20].[Na+:21]>>[F:1][c:2]1[cH:3][cH:4][c:5]([CH2:6][N:7]2[CH2:8][CH:9]([CH3:17])[N:10]([C:13]([CH2:14][O:15][c:23]3[n:24][cH:25][c:26]([Cl:32])[cH:27][c:28]3[N+:29](=[O:30])[O-:31])=[O:16])[CH2:11][CH2:12]2)[cH:18][cH:19]1.